From a dataset of the Open Reaction Database (ORD), a public repository of structured organic reaction records. describe an organic reaction: reactants, conditions, products, and yield The reactants are Cc1ccc(-n2sc(C(=O)c3ccccc3)cc2=O)cc1, [Na+], [OH-], O, c1ccccc1. Product: Cc1ccc(-n2sccc2=O)cc1. Reaction SMILES: [C:3](=[O:4])([c:5]1[cH:6][cH:7][cH:8][cH:9][cH:10]1)[c:11]1[cH:12][c:13](=[O:23])[n:14](-[c:16]2[cH:17][cH:18][c:19]([CH3:22])[cH:20][cH:21]2)[s:15]1.[Na+:2].[OH-:1].[OH2:24].[cH:25]1[cH:26][cH:27][cH:28][cH:29][cH:30]1>>[cH:11]1[cH:12][c:13](=[O:23])[n:14](-[c:16]2[cH:17][cH:18][c:19]([CH3:22])[cH:20][cH:21]2)[s:15]1. The reactants are C(C)(C)(C)OC(=O)N1CC=2C=C3C(=CC2CC1C(=O)O)OC[C@@H](O3)C3=CC=C(C=C3)OCC3=CC(=C(C=C3)Cl)Cl ((S)-3-[4-(3,4-dichloro-benzyloxy)-phenyl]-2,3,8,9-tetrahydro-6H-[1,4]dioxino[2,3-g]isoquinoline-7,8-dicarboxylic acid 7-tert-butyl ester), Cl.COC([C@@H](CC1=CC=C(C=C1)C1=CC=C(C=C1)C#N)N)=O ((R)-2-amino-3-(4′-cyano-biphenyl-4-yl)-propionic acid methyl ester hydrochloride). The product is C(C)(C)(C)OC(=O)N1CC=2C=C3C(=CC2CC1C(N[C@H](CC1=CC=C(C=C1)C1=CC=C(C=C1)C#N)C(=O)OC)=O)OC[C@@H](O3)C3=CC=C(C=C3)OCC3=CC(=C(C=C3)Cl)Cl ((S)-8-[(R)-2-(4′-cyano-biphenyl-4-yl)-1-methoxycarbonyl-ethylcarbamoyl]-3-[4-(3,4-dichloro-benzyloxy)-phenyl]-2,3,8,9-tetrahydro-6H-[1,4]dioxino[2,3-g]isoquinoline-7-carboxylic acid tert-butyl ester). Yield: 81.1%. RXN SMILES: [C:1]([O:5][C:6]([N:8]1[CH:17]([C:18]([OH:20])=O)[CH2:16][C:15]2[CH:14]=[C:13]3[O:21][CH2:22][C@H:23]([C:25]4[CH:30]=[CH:29][C:28]([O:31][CH2:32][C:33]5[CH:38]=[CH:37][C:36]([Cl:39])=[C:35]([Cl:40])[CH:34]=5)=[CH:27][CH:26]=4)[O:24][C:12]3=[CH:11][C:10]=2[CH2:9]1)=[O:7])([CH3:4])([CH3:3])[CH3:2].Cl.[CH3:42][O:43][C:44](=[O:62])[C@H:45]([NH2:61])[CH2:46][C:47]1[CH:52]=[CH:51][C:50]([C:53]2[CH:58]=[CH:57][C:56]([C:59]#[N:60])=[CH:55][CH:54]=2)=[CH:49][CH:48]=1>>[C:1]([O:5][C:6]([N:8]1[CH:17]([C:18](=[O:20])[NH:61][C@@H:45]([C:44]([O:43][CH3:42])=[O:62])[CH2:46][C:47]2[CH:48]=[CH:49][C:50]([C:53]3[CH:58]=[CH:57][C:56]([C:59]#[N:60])=[CH:55][CH:54]=3)=[CH:51][CH:52]=2)[CH2:16][C:15]2[CH:14]=[C:13]3[O:21][CH2:22][C@H:23]([C:25]4[CH:30]=[CH:29][C:28]([O:31][CH2:32][C:33]5[CH:38]=[CH:37][C:36]([Cl:39])=[C:35]([Cl:40])[CH:34]=5)=[CH:27][CH:26]=4)[O:24][C:12]3=[CH:11][C:10]=2[CH2:9]1)=[O:7])([CH3:2])([CH3:3])[CH3:4] |f:1.2|. Reported procedure: (S)-3-[4-(3,4-dichloro-benzyloxy)-phenyl]-2,3,8,9-tetrahydro-6H-[1,4]dioxino[2,3-g]isoquinoline-7,8-dicarboxylic acid 7-tert-butyl ester (75 mg) was coupled with (R)-2-amino-3-(4′-cyano-biphenyl-4-yl)-propionic acid methyl ester hydrochloride (43 mg) according to General Procedure L to give (S)-8-[(R)-2-(4′-cyano-biphenyl-4-yl)-1-methoxycarbonyl-ethylcarbamoyl]-3-[4-(3,4-dichloro-benzyloxy)-phenyl]-2,3,8,9-tetrahydro-6H-[1,4]dioxino[2,3-g]isoquinoline-7-carboxylic acid tert-butyl ester (88 mg). ...